Dataset: the Open Reaction Database (ORD), a public repository of structured organic reaction records. Task: describe an organic reaction: reactants, conditions, products, and yield The reactants are CCO, Fc1cc(-c2cc(C(F)(F)F)cc3[nH]c(Cl)nc23)cc(F)c1F, OCc1cnc(N2CCNCC2)c(C(F)(F)F)c1. Product: OCc1cnc(N2CCN(c3nc4cc(C(F)(F)F)cc(-c5cc(F)c(F)c(F)c5)c4[nH]3)CC2)c(C(F)(F)F)c1. Reaction SMILES: [CH3:42][CH2:43][OH:44].[Cl:19][c:20]1[n:21][c:22]2[c:23]([nH:24]1)[cH:25][c:26]([C:38]([F:39])([F:40])[F:41])[cH:27][c:28]2-[c:29]1[cH:30][c:31]([F:37])[c:32]([F:36])[c:33]([F:35])[cH:34]1.[N:1]1([c:7]2[c:8]([C:15]([F:16])([F:17])[F:18])[cH:9][c:10]([CH2:13][OH:14])[cH:11][n:12]2)[CH2:2][CH2:3][NH:4][CH2:5][CH2:6]1>>[N:1]1([c:7]2[c:8]([C:15]([F:16])([F:17])[F:18])[cH:9][c:10]([CH2:13][OH:14])[cH:11][n:12]2)[CH2:2][CH2:3][N:4]([c:20]2[nH:21][c:22]3[c:23]([n:24]2)[cH:25][c:26]([C:38]([F:39])([F:40])[F:41])[cH:27][c:28]3-[c:29]2[cH:30][c:31]([F:37])[c:32]([F:36])[c:33]([F:35])[cH:34]2)[CH2:5][CH2:6]1. The product is NC=1C(=NC(=C(N1)C)Br)C(=O)C1=CC=CC=C1 ((3-Amino-6-bromo-5-methyl-pyrazin-2-yl)-phenyl-methanone). Reaction conditions: time 1.5 hour. Reactants: C([O-])([O-])=O.[K+].[K+] (Potassium carbonate), C(C)(=O)O (acetic acid), NC=1C(=NC=C(N1)C)C(=O)C1=CC=CC=C1 ((3-amino-5-methyl-pyrazin-2-yl)-phenyl-methanone), BrBr (bromine). Procedure: Potassium carbonate (0.23 g, 1.64 mmol) is dissolved in glacial acetic acid (5 ml, 1.64 mmol) and (3-amino-5-methyl-pyrazin-2-yl)-phenyl-methanone (0.17 g, 0.82 mmol) and bromine (0.055 ml, 1.07 mmol) are added. The resulting yellow solution is stirred at room temperature for 1.5 hours. The solvent is removed in vacuo, and the residue is suspended in DCM, filtered and washed with DCM. The filtrated is concentrated and dried in vacuo to yield the title compound as a yellow solid. [M+H]+ 292. Reaction SMILES: C(=O)([O-])[O-].[K+].[K+].C(O)(=O)C.[NH2:11][C:12]1[C:13]([C:19]([C:21]2[CH:26]=[CH:25][CH:24]=[CH:23][CH:22]=2)=[O:20])=[N:14][CH:15]=[C:16]([CH3:18])[N:17]=1.[Br:27]Br>>[NH2:11][C:12]1[C:13]([C:19]([C:21]2[CH:26]=[CH:25][CH:24]=[CH:23][CH:22]=2)=[O:20])=[N:14][C:15]([Br:27])=[C:16]([CH3:18])[N:17]=1 |f:0.1.2|. Starting materials: [Cl-].O1C(CCCC1)=C[P+](C1=CC=CC=C1)(C1=CC=CC=C1)C1=CC=CC=C1 ([(tetrahydro-2H-pyran-2-ylidene)methyl]triphenylphosphonium chloride), [Br-].[Na+] (sodium bromide), [Br-].[Na+] (sodium bromide). The solvent is O (water). Product: [Br-].O1C(CCCC1)=C[P+](C1=CC=CC=C1)(C1=CC=CC=C1)C1=CC=CC=C1 ([(tetrahydro-2H-pyran-2-ylidene)methyl]triphenylphosphonium bromide). As a reaction SMILES: [Cl-].[O:2]1[CH2:7][CH2:6][CH2:5][CH2:4][C:3]1=[CH:8][P+:9]([C:22]1[CH:27]=[CH:26][CH:25]=[CH:24][CH:23]=1)([C:16]1[CH:21]=[CH:20][CH:19]=[CH:18][CH:17]=1)[C:10]1[CH:15]=[CH:14][CH:13]=[CH:12][CH:11]=1.[Br-:28].[Na+]>O>[Br-:28].[O:2]1[CH2:7][CH2:6][CH2:5][CH2:4][C:3]1=[CH:8][P+:9]([C:22]1[CH:27]=[CH:26][CH:25]=[CH:24][CH:23]=1)([C:10]1[CH:11]=[CH:12][CH:13]=[CH:14][CH:15]=1)[C:16]1[CH:21]=[CH:20][CH:19]=[CH:18][CH:17]=1 |f:0.1,2.3,5.6|. Procedure details: A solution consisting of 2.1 parts of [(tetrahydro-2H-pyran-2-ylidene)methyl]triphenylphosphonium chloride in 50 parts of water is added with stirring to 2 parts of sodium bromide. At the end of about 5 minutes an additional 4 parts of sodium bromide is added and the misture is stirred until precipitation is complete. The precipitate is isolated by filtration, thus affording [(tetrahydro-2H-pyran-2-ylidene)methyl]triphenylphosphonium bromide. This product is characterized by 60-MHz nuclear magne... Starting materials: C([O-])([O-])=O.[K+].[K+] (potassium carbonate), C(=O)(OC)C1=C2C=3C(CCCC3NC2=CC=C1)=O (5-carbomethoxy-1,2-dihydro-9H-carbazol-4(3H)-one), ClC=1C=C(CBr)C=CC1 (3-chlorobenzyl bromide). The reagents and catalysts are [I-].[Na+] (sodium iodide). The solvent is C(C)(=O)OCC (ethyl acetate). The product is ClC=1C=C(C=CC1)CN1C2=CC=CC(=C2C=2C(CCCC12)=O)C(=O)OC (9-[(3-chlorophenyl)methyl]-5-carbomethoxy-1,2-dihydrocarbazol-4(3H)-one). Isolated yield 67.4%. Reaction SMILES: [C:1]([C:5]1[CH:17]=[CH:16][CH:15]=[C:14]2[C:6]=1[C:7]1[C:8](=[O:18])[CH2:9][CH2:10][CH2:11][C:12]=1[NH:13]2)([O:3][CH3:4])=[O:2].[Cl:19][C:20]1[CH:21]=[C:22]([CH:25]=[CH:26][CH:27]=1)[CH2:23]Br.C(=O)([O-])[O-].[K+].[K+]>C(OCC)(=O)C.[I-].[Na+]>[Cl:19][C:20]1[CH:21]=[C:22]([CH2:23][N:13]2[C:12]3[CH2:11][CH2:10][CH2:9][C:8](=[O:18])[C:7]=3[C:6]3[C:14]2=[CH:15][CH:16]=[CH:17][C:5]=3[C:1]([O:3][CH3:4])=[O:2])[CH:25]=[CH:26][CH:27]=1 |f:2.3.4,6.7|. Reported procedure: A suspension of 5-carbomethoxy-1,2-dihydro-9H-carbazol-4(3H)-one (527.0 mg, 2.17 mM), 3-chlorobenzyl bromide (802.2 mg, 3.90 mM), a catalytic amount of sodium iodide (ca. 1 mg), and potassium carbonate (500.0 mg, 3.62 mM) was stirred at room temperature for 150 hours. The mixture was diluted with ethyl acetate, washed five times with H2O, once with saturated brine, dried over anhydrous magnesium sulfate, filtered, and concentrated. The residue was purified by column chromatography on silica gel ... Reactants: solution, C(=O)(Cl)Cl (phosgene), C1(=CC=CC=C1)C (toluene), C(C)(C)(C)OC(=O)N1N=CC2=CC(=CC=C12)N (5-amino-indazole-1-carboxylic acid tert-butyl ester), N1=CC=CC=C1 (pyridine). Solvent: C(Cl)Cl (CH2Cl2), C(Cl)Cl (CH2Cl2). Run at time 1.5 hour. Product: C(C)(C)(C)OC(=O)N1N=CC2=CC(=CC=C12)N=C=O (5-Isocyanato-indazole-1-carboxylic acid tert-butyl ester). RXN SMILES: [C:1](Cl)(Cl)=[O:2].C1(C)C=CC=CC=1.[C:12]([O:16][C:17]([N:19]1[C:27]2[C:22](=[CH:23][C:24]([NH2:28])=[CH:25][CH:26]=2)[CH:21]=[N:20]1)=[O:18])([CH3:15])([CH3:14])[CH3:13].N1C=CC=CC=1>C(Cl)Cl>[C:12]([O:16][C:17]([N:19]1[C:27]2[C:22](=[CH:23][C:24]([N:28]=[C:1]=[O:2])=[CH:25][CH:26]=2)[CH:21]=[N:20]1)=[O:18])([CH3:15])([CH3:13])[CH3:14]. Reported procedure: A 0° C. mixture of 1.93M solution of phosgene in toluene (8.9 mL, 17 mmol) and CH2Cl2 (80 mL) was added dropwise a solution of 5-amino-indazole-1-carboxylic acid tert-butyl ester (2 g, 8.5 mmol) and pyridine (3.5 mL, 43 mmol) in CH2Cl2 (20 mL). The reaction mixture was stirred for 1.5 h, then concentrated under reduced pressure. The residue was dissolved in CH2Cl2 (100 mL) and was used without further purification. Reactants: [Al+3], CC(=O)OC(C)=O, [Cl-], [Cl-], [Cl-], O=[N+]([O-])c1c(O)cccc1O, O=[N+]([O-])c1ccccc1. Reaction SMILES: [Al+3:13].[CH3:16][C:17](=[O:18])[O:19][C:20](=[O:21])[CH3:22].[Cl-:12].[Cl-:14].[Cl-:15].[N+:1](=[O:2])([O-:3])[c:4]1[c:5]([OH:11])[cH:6][cH:7][cH:8][c:9]1[OH:10].[O-:23][N+:24]([c:25]1[cH:26][cH:27][cH:28][cH:29][cH:30]1)=[O:31]>>[N+:1](=[O:2])([O-:3])[c:4]1[c:5]([OH:11])[cH:6][cH:7][c:8]([C:17]([CH3:16])=[O:18])[c:9]1[OH:10]. Yields the product CC(=O)c1ccc(O)c([N+](=O)[O-])c1O. Reactants: ClC1=CC=C2C(C(C(NC2=C1)=O)(C1=CC=C(C=C1)[N+](=O)[O-])C)=O (7-chloro-3-methyl-3-(4-nitro-phenyl)-1H-quinoline-2,4-dione), SnCl2-2H2O. The solvent is Cl (HCl), CO (methanol). Product: NC1=CC=C(C=C1)C1(C(NC2=CC(=CC=C2C1=O)Cl)=O)C (3-(4-amino-phenyl)-7-chloro-3-methyl-1H-quinoline-2,4-dione). The yield is 87.6%. Reaction SMILES: [Cl:1][C:2]1[CH:11]=[C:10]2[C:5]([C:6](=[O:23])[C:7]([CH3:22])([C:13]3[CH:18]=[CH:17][C:16]([N+:19]([O-])=O)=[CH:15][CH:14]=3)[C:8](=[O:12])[NH:9]2)=[CH:4][CH:3]=1>CO.Cl>[NH2:19][C:16]1[CH:15]=[CH:14][C:13]([C:7]2([CH3:22])[C:6](=[O:23])[C:5]3[C:10](=[CH:11][C:2]([Cl:1])=[CH:3][CH:4]=3)[NH:9][C:8]2=[O:12])=[CH:18][CH:17]=1. Procedure details: To a solution of 7-chloro-3-methyl-3-(4-nitro-phenyl)-1H-quinoline-2,4-dione (0.98 g, 2.96 mmol) in methanol (10 mL) was added SnCl2-2H2O (2.0 g, 8.88 mmol). The resulting solution was stirred at reflux temperature overnight. After the reaction was completed, the solvent was evaporated under reduced pressure to produce pale yellow residue. The residue was diluted with 1N HCl solution (200 mL) and extracted with ethyl acetate (200 mL×3). The organic layer was washed with brine (200 ml×2) and wate...